This data is from the Open Reaction Database (ORD), a public repository of structured organic reaction records. The task is: describe an organic reaction: reactants, conditions, products, and yield The reactants are N#N.C(C)(=O)NC=1NC(C=2N=CN(C2N1)COC(COC(C(C)(C)C)=O)COC(C(C)(C)C)=O)=O (N2 acetyl-9-[1,3-di-(2,2-dimethylpropanoyloxy)-2-propoxymethyl]guanine). The solvent is [OH-].[NH4+] (ammonium hydroxide), CO (methanol). Product: CC(C(=O)OCC(COC(C(C)(C)C)=O)OCN1C=2N=C(NC(C2N=C1)=O)N)(C)C (9-[1,3-di-(2,2-dimethylpropanoyloxy)-2-propoxymethyl]guanine). As a reaction SMILES: N#N.C([NH:6][C:7]1[NH:8][C:9](=[O:35])[C:10]2[N:11]=[CH:12][N:13]([CH2:16][O:17][CH:18]([CH2:27][O:28][C:29](=[O:34])[C:30]([CH3:33])([CH3:32])[CH3:31])[CH2:19][O:20][C:21](=[O:26])[C:22]([CH3:25])([CH3:24])[CH3:23])[C:14]=2[N:15]=1)(=O)C>[OH-].[NH4+].CO>[CH3:31][C:30]([CH3:33])([CH3:32])[C:29]([O:28][CH2:27][CH:18]([O:17][CH2:16][N:13]1[CH:12]=[N:11][C:10]2[C:9](=[O:35])[NH:8][C:7]([NH2:6])=[N:15][C:14]1=2)[CH2:19][O:20][C:21](=[O:26])[C:22]([CH3:23])([CH3:24])[CH3:25])=[O:34] |f:0.1,2.3|. Procedure details: A solution of N2 -acetyl-9-[1,3-di-(2,2-dimethylpropanoyloxy)-2-propoxymethyl]guanine in 10% ammonium hydroxide in methanol was kept at room temperature for 7 hours and then evaporated. The residue was recrystallized from methanol to give 9-[1,3-di-(2,2-dimethylpropanoyloxy)-2-propoxymethyl]guanine, m.p. 230°-232° C. Reactants: BrCC1=C(C(OC2=CC(=CC=C12)OC)=O)C=1C(=NC(=NC1)OC)OC (4-bromomethyl-3-(2,4-dimethoxy-pyrimidin-5-yl)-7-methoxy-chromen-2-one), B(Br)(Br)Br (BBr3). Run in C(CCl)Cl (ClCH2CH2Cl). Run at time 30 minute. The product is OC1=NC=2OCC=3C4=CC=C(C=C4OC(C3C2C=N1)=O)O (2,8-Dihydroxy-11H-6,12-dioxa-1,3-diaza-chrysen-5-one). As a reaction SMILES: BrC[C:3]1[C:12]2[C:7](=[CH:8][C:9]([O:13]C)=[CH:10][CH:11]=2)[O:6][C:5](=[O:15])[C:4]=1[C:16]1[C:17]([O:24][CH3:25])=[N:18][C:19]([O:22]C)=[N:20][CH:21]=1.B(Br)(Br)Br>C(Cl)CCl>[OH:22][C:19]1[N:20]=[CH:21][C:16]2[C:4]3[C:5](=[O:15])[O:6][C:7]4[C:12](=[CH:11][CH:10]=[C:9]([OH:13])[CH:8]=4)[C:3]=3[CH2:25][O:24][C:17]=2[N:18]=1. Procedure: To a solution of 4-bromomethyl-3-(2,4-dimethoxy-pyrimidin-5-yl)-7-methoxy-chromen-2-one (200 mg, 0.492 mmoL) in ClCH2CH2Cl (5 mL) at room temperature was added BBr3 (1.0 N, 2.50 mmoL, 2.5 mL). The result reaction mixture was stirred at room temperature for 30 min and then heated to reflux overnight. The reaction was cooled down and the solvent was removed in vacuo. The residue was dissolved in 10% K2CO3 in MeOH:acetone (˜1:1, 10 mL) at 0° C., stirring was kept for another 2 hours. The solvent wa... Starting materials: O1C=NC=C1C1=CC=C(OC=2C(=CC3=C(N=C(N3COCC[Si](C)(C)C)C3=NC=CC=C3)C2)C2N(CCC2)C(C)=O)C=C1 (1-(2-(6-(4-oxazol-5-yl-phenoxy)-2-pyridin-2-yl-3-(2-trimethylsilanyl-ethoxymethyl)-3H-benzimidazol-5-yl)-pyrrolidin-1-yl)-ethanone). The solvent is FC(C(=O)O)(F)F (trifluoroacetic acid). Reaction conditions: time 2 hour. The product is O1C=NC=C1C1=CC=C(OC=2C(=CC3=C(N=C(N3)C3=NC=CC=C3)C2)C2N(CCC2)C(C)=O)C=C1 (1-(2-(6-(4-oxazol-5-yl-phenoxy)-2-pyridin-2-yl-3H-benzimidazol-5-yl)-pyrrolidin-1-yl)-ethanone). As a reaction SMILES: [O:1]1[C:5]([C:6]2[CH:43]=[CH:42][C:9]([O:10][C:11]3[C:12]([CH:34]4[CH2:38][CH2:37][CH2:36][N:35]4[C:39](=[O:41])[CH3:40])=[CH:13][C:14]4[N:18](COCC[Si](C)(C)C)[C:17]([C:27]5[CH:32]=[CH:31][CH:30]=[CH:29][N:28]=5)=[N:16][C:15]=4[CH:33]=3)=[CH:8][CH:7]=2)=[CH:4][N:3]=[CH:2]1>FC(F)(F)C(O)=O>[O:1]1[C:5]([C:6]2[CH:7]=[CH:8][C:9]([O:10][C:11]3[C:12]([CH:34]4[CH2:38][CH2:37][CH2:36][N:35]4[C:39](=[O:41])[CH3:40])=[CH:13][C:14]4[NH:18][C:17]([C:27]5[CH:32]=[CH:31][CH:30]=[CH:29][N:28]=5)=[N:16][C:15]=4[CH:33]=3)=[CH:42][CH:43]=2)=[CH:4][N:3]=[CH:2]1. Procedure details: 24 mg of 1-(2-(6-(4-oxazol-5-yl-phenoxy)-2-pyridin-2-yl-3-(2-trimethylsilanyl-ethoxymethyl)-3H-benzimidazol-5-yl)-pyrrolidin-1-yl)-ethanone was dissolved in 1 ml of trifluoroacetic acid, and the reaction liquid was stirred at room temperature for 2 hours. The solvent was evaporated away under reduced pressure, and the resulting residue was purified through reversed-phase middle-pressure liquid chromatography (ODS-AS-360-CC (by YMC), mobile phase: water-acetonitrile-0.1% trifluoroacetic acid) to ... The reactants are FC(F)(Br)Br, O=C1CCN(C(=O)OCc2ccccc2)CC1, C1CCOC1, CN(C)P(=O)(N(C)C)N(C)C, [Zn]. Product: O=C(OCc1ccccc1)N1CCC(=C(F)F)CC1. Reaction SMILES: [Br:18][C:19]([F:20])([F:21])[Br:22].[CH2:1]([c:2]1[cH:3][cH:4][cH:5][cH:6][cH:7]1)[O:8][C:9](=[O:10])[N:11]1[CH2:12][CH2:13][C:14](=[O:17])[CH2:15][CH2:16]1.[CH2:34]1[O:35][CH2:36][CH2:37][CH2:38]1.[CH3:23][N:24]([CH3:25])[P:26]([N:27]([CH3:28])[CH3:29])([N:30]([CH3:31])[CH3:32])=[O:33].[Zn:39]>>[CH2:1]([c:2]1[cH:3][cH:4][cH:5][cH:6][cH:7]1)[O:8][C:9](=[O:10])[N:11]1[CH2:12][CH2:13][C:14](=[C:19]([F:20])[F:21])[CH2:15][CH2:16]1. Reactants: Brc1ncc(Br)n2ncnc12, NC1CCN(Cc2ccccc2)C1, CCOCC, CCN(C(C)C)C(C)C, CC(C)O. Product: Brc1cnc(NC2CCN(Cc3ccccc3)C2)c2ncnn12. RXN SMILES: [Br:1][c:2]1[cH:3][n:4][c:5]([Br:11])[c:6]2[n:7]1[n:8][cH:9][n:10]2.[CH2:12]([c:13]1[cH:14][cH:15][cH:16][cH:17][cH:18]1)[N:19]1[CH2:20][CH:21]([NH2:24])[CH2:22][CH2:23]1.[CH3:38][CH2:39][O:40][CH2:41][CH3:42].[CH:25]([N:26]([CH2:27][CH3:28])[CH:29]([CH3:30])[CH3:31])([CH3:32])[CH3:33].[CH:34]([OH:35])([CH3:36])[CH3:37]>>[Br:1][c:2]1[cH:3][n:4][c:5]([NH:24][CH:21]2[CH2:20][N:19]([CH2:12][c:13]3[cH:14][cH:15][cH:16][cH:17][cH:18]3)[CH2:23][CH2:22]2)[c:6]2[n:7]1[n:8][cH:9][n:10]2.